Dataset: the Open Reaction Database (ORD), a public repository of structured organic reaction records. Task: describe an organic reaction: reactants, conditions, products, and yield The reactants are methyl ester, C(\C=C\C1=CC=CC=C1)(=O)N(C)CC(=O)O (E-N-cinnamoylsarcosine), C(=O)OC (methyl formate), [H-].[Na+] (sodium hydride), C(=O)OC (methyl formate). The solvent is C([O-])([O-])=O.[Na+].[Na+] (sodium carbonate), CN(C)C=O (DMF), CN(C)C=O (DMF). Run at time 15 minute. The product is C(C=CC1=CC=CC=C1)(=O)N(C(C(=O)OC)=CO)C (methyl N-cinnamoyl-N-methyl-2-amino-3-hydroxypropenoate). Isolated yield 49.0%. As a reaction SMILES: [C:1]([N:11]([CH2:13][C:14](O)=[O:15])[CH3:12])(=[O:10])/[CH:2]=[CH:3]/[C:4]1[CH:9]=[CH:8][CH:7]=[CH:6][CH:5]=1.[CH:17]([O:19][CH3:20])=[O:18].[H-].[Na+]>CN(C=O)C.C(=O)([O-])[O-].[Na+].[Na+]>[C:1]([N:11]([CH3:12])[C:13](=[CH:14][OH:15])[C:17]([O:19][CH3:20])=[O:18])(=[O:10])[CH:2]=[CH:3][C:4]1[CH:9]=[CH:8][CH:7]=[CH:6][CH:5]=1 |f:2.3,5.6.7|. Procedure details: A solution of the methyl ester of E-N-cinnamoylsarcosine (2.03 g) and methyl formate (ca. 11 ml) in dry DMF (15 ml) was added to a stirred suspension of sodium hydride (0.42 g) in dry DMF (20 ml). Only gentle effervescence was observed at first, but after 40 minutes brisk effervescence began [further methyl formate (3 ml) added], subsiding after about 15 minutes and continuing gently until the mixture was carefully diluted with aqueous sodium carbonate after 7.5 hours. The mixture was extracted ... Product: N1=CC=C(C=C1)C=CC1=CC=C(C=C1)COC1=CC=C(C#N)C=C1 (4-{4-[2-(4-Pyridinyl)-ethenyl]-phenylmethoxy}-benzonitrile). Reaction SMILES: Cl[CH2:2][C:3]1[CH:8]=[CH:7][C:6]([CH:9]=[CH:10][C:11]2[CH:16]=[CH:15][N:14]=[CH:13][CH:12]=2)=[CH:5][CH:4]=1.[OH:17][C:18]1[CH:25]=[CH:24][C:21]([C:22]#[N:23])=[CH:20][CH:19]=1.C(=O)([O-])[O-].[K+].[K+]>CC(=O)CC>[N:14]1[CH:15]=[CH:16][C:11]([CH:10]=[CH:9][C:6]2[CH:7]=[CH:8][C:3]([CH2:2][O:17][C:18]3[CH:25]=[CH:24][C:21]([C:22]#[N:23])=[CH:20][CH:19]=3)=[CH:4][CH:5]=2)=[CH:12][CH:13]=1 |f:2.3.4|. Reactants: ClCC1=CC=C(C=C1)C=CC1=CC=NC=C1 (4-[2-(4-chloromethylphenyl)-ethenyl]-pyridine), OC1=CC=C(C#N)C=C1 (4-hydroxybenzonitrile), C([O-])([O-])=O.[K+].[K+] (potassium carbonate). Isolated yield 64.0%. The solvent is CC(CC)=O (butanone). Procedure: A mixture of 2.3 g (10 mmol) 4-[2-(4-chloromethylphenyl)-ethenyl]-pyridine, 1.2 g (10 mmol) 4-hydroxybenzonitrile, 1.4 g potassium carbonate and 10 ml butanone is heated under reflux for 18 h, filtered, the filtrate evaporated, taken up in ethyl acetate, washed with water, dried and evaporated. One obtains 2.0 g of title compound (64% of theory) of the m.p. 147°-149° C. The reactants are CC(C)COC(=O)Cl, NC1CCN(C(=O)OC2C3CC4CC(C3)CC2C4)C1. The product is CC(C)COC(=O)NC1CCN(C(=O)OC2C3CC4CC(C3)CC2C4)C1. Reaction SMILES: [Cl:20][C:21](=[O:22])[O:23][CH2:24][CH:25]([CH3:26])[CH3:27].[NH2:1][CH:2]1[CH2:3][N:4]([C:7](=[O:8])[O:9][CH:10]2[CH:11]3[CH2:12][CH:13]4[CH2:14][CH:15]([CH2:16][CH:17]2[CH2:18]4)[CH2:19]3)[CH2:5][CH2:6]1>>[NH:1]([CH:2]1[CH2:3][N:4]([C:7](=[O:8])[O:9][CH:10]2[CH:11]3[CH2:12][CH:13]4[CH2:14][CH:15]([CH2:16][CH:17]2[CH2:18]4)[CH2:19]3)[CH2:5][CH2:6]1)[C:21](=[O:22])[O:23][CH2:24][CH:25]([CH3:26])[CH3:27]. Reactants: CC(C)(C)OC(=O)N1CCC(C#N)CC1, CN([SiH](C)C)[Si](C)(C)C, Cc1ccccc1, Fc1cnccc1Cl, [K]. The product is CC(C)(C)OC(=O)N1CCC(C#N)(c2ccncc2F)CC1. RXN SMILES: [C:19](=[O:20])([O:21][C:22]([CH3:23])([CH3:24])[CH3:25])[N:26]1[CH2:27][CH2:28][CH:29]([C:32]#[N:33])[CH2:30][CH2:31]1.[CH3:1][SiH:2]([CH3:3])[N:4]([CH3:5])[Si:6]([CH3:7])([CH3:8])[CH3:9].[CH3:34][c:35]1[cH:36][cH:37][cH:38][cH:39][cH:40]1.[Cl:11][c:12]1[c:13]([F:18])[cH:14][n:15][cH:16][cH:17]1.[K:10]>>[c:12]1([C:29]2([C:32]#[N:33])[CH2:28][CH2:27][N:26]([C:19](=[O:20])[O:21][C:22]([CH3:23])([CH3:24])[CH3:25])[CH2:31][CH2:30]2)[c:13]([F:18])[cH:14][n:15][cH:16][cH:17]1. Starting materials: C(C)(C)(C)C1=CC=C(C=C1)C=1C=CC(=C2C=C(N=C(C12)CC1CCCC1)C(=O)O)OC (8-(4-tert-butyl-phenyl)-1-cyclopentylmethyl-5-methoxy-isoquinoline-3-carboxylic acid), sodium ethane thiolate, C(C)(=O)OCC (Ethyl acetate). The solvent is CN(C)C=O (DMF). Conditions: temperature 120 celsius. Product: C(C)(C)(C)C1=CC=C(C=C1)C=1C=CC(=C2C=C(N=C(C12)CC1CCCC1)C(=O)O)O (8-(4-tert-Butyl-phenyl)-1-cyclopentylmethyl-5-hyd roxy-isoquinoline-3-carboxylic acid). Isolated yield 88.1%. RXN SMILES: [C:1]([C:5]1[CH:10]=[CH:9][C:8]([C:11]2[CH:12]=[CH:13][C:14]([O:30]C)=[C:15]3[C:20]=2[C:19]([CH2:21][CH:22]2[CH2:26][CH2:25][CH2:24][CH2:23]2)=[N:18][C:17]([C:27]([OH:29])=[O:28])=[CH:16]3)=[CH:7][CH:6]=1)([CH3:4])([CH3:3])[CH3:2].C(OCC)(=O)C>CN(C=O)C>[C:1]([C:5]1[CH:6]=[CH:7][C:8]([C:11]2[CH:12]=[CH:13][C:14]([OH:30])=[C:15]3[C:20]=2[C:19]([CH2:21][CH:22]2[CH2:23][CH2:24][CH2:25][CH2:26]2)=[N:18][C:17]([C:27]([OH:29])=[O:28])=[CH:16]3)=[CH:9][CH:10]=1)([CH3:4])([CH3:2])[CH3:3]. Procedure details: To a stirring solution of 8-(4-tert-butyl-phenyl)-1-cyclopentylmethyl-5-methoxy-isoquinoline-3-carboxylic acid (190 mg, 0.45 mmol) in 3 ml of DMF was added sodium ethane thiolate (383 mg, 4.5 mmol) and resulting mixture was heated at 120° C. for 4 h. Ethyl acetate was added (10 ml) to mixture and washed with 1 N HCl, water and brine and dried over Na2SO4. Evaporation of the solvent under vacuo gave 160 mg of the title compound as a thick liquid.